describe an organic reaction: reactants, conditions, products, and yield From a dataset of the Open Reaction Database (ORD), a public repository of structured organic reaction records. Starting materials: CCc1cc(N)c(OC)cc1N1CCC(N2CCN(S(C)(=O)=O)CC2)CC1, CO, COc1ccc(-c2nc3ccccn3c2-c2ccnc(Cl)n2)cc1C(=O)Nc1c(F)cccc1F, Cl, OC(F)(F)CF, N. Product: CCc1cc(Nc2nccc(-c3c(-c4ccc(OC)c(C(=O)Nc5c(F)cccc5F)c4)nc4ccccn34)n2)c(OC)cc1N1CCC(N2CCN(S(C)(=O)=O)CC2)CC1. As a reaction SMILES: [CH2:36]([CH3:37])[c:38]1[c:39]([N:47]2[CH2:48][CH2:49][CH:50]([N:53]3[CH2:54][CH2:55][N:56]([S:59](=[O:60])(=[O:61])[CH3:62])[CH2:57][CH2:58]3)[CH2:51][CH2:52]2)[cH:40][c:41]([O:45][CH3:46])[c:42]([NH2:43])[cH:44]1.[CH3:71][OH:72].[Cl:1][c:2]1[n:3][cH:4][cH:5][c:6](-[c:8]2[c:9](-[c:17]3[cH:18][cH:19][c:20]([O:34][CH3:35])[c:21]([C:22](=[O:23])[NH:24][c:25]4[c:26]([F:32])[cH:27][cH:28][cH:29][c:30]4[F:31])[cH:33]3)[n:10][c:11]3[n:12]2[cH:13][cH:14][cH:15][cH:16]3)[n:7]1.[ClH:63].[F:65][CH2:66][C:67]([F:68])([F:69])[OH:70].[NH3:64]>>[c:2]1([NH:43][c:42]2[c:41]([O:45][CH3:46])[cH:40][c:39]([N:47]3[CH2:48][CH2:49][CH:50]([N:53]4[CH2:54][CH2:55][N:56]([S:59](=[O:60])(=[O:61])[CH3:62])[CH2:57][CH2:58]4)[CH2:51][CH2:52]3)[c:38]([CH2:36][CH3:37])[cH:44]2)[n:3][cH:4][cH:5][c:6](-[c:8]2[c:9](-[c:17]3[cH:18][cH:19][c:20]([O:34][CH3:35])[c:21]([C:22](=[O:23])[NH:24][c:25]4[c:26]([F:32])[cH:27][cH:28][cH:29][c:30]4[F:31])[cH:33]3)[n:10][c:11]3[n:12]2[cH:13][cH:14][cH:15][cH:16]3)[n:7]1. The reactants are BrCc1ccccc1, CCOC(=O)c1c(O)c(C)nn1C, CN(C)C=O, [H-], [Na+], O. Yields the product CCOC(=O)c1c(OCc2ccccc2)c(C)nn1C. Reaction SMILES: [Br:16][CH2:17][c:18]1[cH:19][cH:20][cH:21][cH:22][cH:23]1.[CH3:1][n:2]1[n:3][c:4]([CH3:13])[c:5]([OH:12])[c:6]1[C:7](=[O:8])[O:9][CH2:10][CH3:11].[CH3:25][N:26]([CH3:27])[CH:28]=[O:29].[H-:14].[Na+:15].[OH2:24]>>[CH3:1][n:2]1[n:3][c:4]([CH3:13])[c:5]([O:12][CH2:17][c:18]2[cH:19][cH:20][cH:21][cH:22][cH:23]2)[c:6]1[C:7](=[O:8])[O:9][CH2:10][CH3:11]. Starting materials: ClCCN1CCOCC1, CCOC(=O)C1=NNC(C)=C(C(=O)OCC)C1c1ccccc1[N+](=O)[O-]. Product: CCOC(=O)C1=NN(CCN2CCOCC2)C(C)=C(C(=O)OCC)C1c1ccccc1[N+](=O)[O-]. Reaction SMILES: [Cl:27][CH2:28][CH2:29][N:30]1[CH2:31][CH2:32][O:33][CH2:34][CH2:35]1.[N+:1](=[O:2])([O-:3])[c:4]1[c:5]([CH:10]2[C:11]([C:22](=[O:23])[O:24][CH2:25][CH3:26])=[N:12][NH:13][C:14]([CH3:21])=[C:15]2[C:16](=[O:17])[O:18][CH2:19][CH3:20])[cH:6][cH:7][cH:8][cH:9]1>>[N+:1](=[O:2])([O-:3])[c:4]1[c:5]([CH:10]2[C:11]([C:22](=[O:23])[O:24][CH2:25][CH3:26])=[N:12][N:13]([CH2:28][CH2:29][N:30]3[CH2:31][CH2:32][O:33][CH2:34][CH2:35]3)[C:14]([CH3:21])=[C:15]2[C:16](=[O:17])[O:18][CH2:19][CH3:20])[cH:6][cH:7][cH:8][cH:9]1. Starting materials: COC=1C=C(C=CC1O[Si](C(C)C)(C(C)C)C(C)C)NC(=O)C1=C(N=C(S1)C1=CC=C(C=C1)Cl)CCO (2-(4-chloro-phenyl)-4-(2-hydroxy-ethyl)-thiazole-5-carboxylic acid (3-methoxy-4-triisopropylsilanyloxy-phenyl)-amide), CC(=O)OI1(C=2C=CC=CC2C(=O)O1)(OC(=O)C)OC(=O)C (Dess-Martin periodinane). Solvent: [OH-].[Na+] (NaOH), C(Cl)Cl (CH2Cl2). Run at time 18 hour. Product: ClC1=CC=C(C=C1)C=1SC=2C(N(C=CC2N1)C1=CC(=C(C=C1)O[Si](C(C)C)(C(C)C)C(C)C)OC)=O (2-(4-Chloro-phenyl)-5-(3-methoxy-4-triisopropylsilanyloxy-phenyl)-5H-thiazolo[5,4-c]pyridin-4-one). Yield: 48.5%. RXN SMILES: [CH3:1][O:2][C:3]1[CH:4]=[C:5]([NH:20][C:21]([C:23]2[S:27][C:26]([C:28]3[CH:33]=[CH:32][C:31]([Cl:34])=[CH:30][CH:29]=3)=[N:25][C:24]=2[CH2:35][CH2:36]O)=[O:22])[CH:6]=[CH:7][C:8]=1[O:9][Si:10]([CH:17]([CH3:19])[CH3:18])([CH:14]([CH3:16])[CH3:15])[CH:11]([CH3:13])[CH3:12].CC(OI1(OC(C)=O)(OC(C)=O)OC(=O)C2C=CC=CC1=2)=O>C(Cl)Cl.[OH-].[Na+]>[Cl:34][C:31]1[CH:30]=[CH:29][C:28]([C:26]2[S:27][C:23]3[C:21](=[O:22])[N:20]([C:5]4[CH:6]=[CH:7][C:8]([O:9][Si:10]([CH:11]([CH3:12])[CH3:13])([CH:17]([CH3:19])[CH3:18])[CH:14]([CH3:15])[CH3:16])=[C:3]([O:2][CH3:1])[CH:4]=4)[CH:36]=[CH:35][C:24]=3[N:25]=2)=[CH:33][CH:32]=1 |f:3.4|. Procedure details: Treat a solution 2-(4-chloro-phenyl)-4-(2-hydroxy-ethyl)-thiazole-5-carboxylic acid (3-methoxy-4-triisopropylsilanyloxy-phenyl)-amide (1.0 g, 1.79 mmol) in CH2Cl2 (30 mL) with Dess-Martin periodinane (1.13 g, 2.67 mmol). Stir at room temperature for 18 h, dilute with 1N NaOH, and extract with CH2Cl2 (2×). Dry, filter, and concentrate the organic solution and purify the crude material by flash chromatography, using a gradient of 0-10% MeOH in CH2Cl2 to give the title compound (0.47 g, 48%). MS (E...